describe an organic reaction: reactants, conditions, products, and yield From a dataset of the Open Reaction Database (ORD), a public repository of structured organic reaction records. Procedure details: A 20 mL vial was charged with 2-(3′-chloro-4′-(phenylsulfonyl)-4-biphenylyl)-1,1,1-trifluoro-2-propanol (0.300 g, 0.680 mmol, Example 19), 2-methyl-3-butyn-2-ol (0.099 mL, 1.021 mmol, Sigma-Aldrich, St. Louis, Mo.), potassium carbonate (0.235 g, 1.701 mmol), 2 mL of dimethylacetamide, 2-(dicyclohexylphosphino)-2′,4′,6′,-triisopropyl-biphenyl (XPhos) (9.73 mg, 0.020 mmol, Strem Chemical Inc, Newburyport, Mass.), and tris(dibenzylideneacetone)dipalladium (0) (0.021 g, 0.020 mmol, Strem Chemical In... Reaction SMILES: Cl[C:2]1[CH:3]=[C:4]([C:17]2[CH:22]=[CH:21][C:20]([C:23]([OH:29])([CH3:28])[C:24]([F:27])([F:26])[F:25])=[CH:19][CH:18]=2)[CH:5]=[CH:6][C:7]=1[S:8]([C:11]1[CH:16]=[CH:15][CH:14]=[CH:13][CH:12]=1)(=[O:10])=[O:9].[CH3:30][C:31]([OH:35])([C:33]#[CH:34])[CH3:32].C(=O)([O-])[O-].[K+].[K+].C1(P(C2CCCCC2)C2C=CC=CC=2C2C(C(C)C)=CC(C(C)C)=CC=2C(C)C)CCCCC1>C1C=CC(/C=C/C(/C=C/C2C=CC=CC=2)=O)=CC=1.C1C=CC(/C=C/C(/C=C/C2C=CC=CC=2)=O)=CC=1.C1C=CC(/C=C/C(/C=C/C2C=CC=CC=2)=O)=CC=1.[Pd].[Pd].CC(N(C)C)=O>[CH3:30][C:31]([OH:35])([C:33]#[C:34][C:2]1[CH:3]=[C:4]([C:17]2[CH:22]=[CH:21][C:20]([C:23]([OH:29])([CH3:28])[C:24]([F:27])([F:26])[F:25])=[CH:19][CH:18]=2)[CH:5]=[CH:6][C:7]=1[S:8]([C:11]1[CH:12]=[CH:13][CH:14]=[CH:15][CH:16]=1)(=[O:10])=[O:9])[CH3:32] |f:2.3.4,6.7.8.9.10|. The reagents and catalysts are C=1C=CC(=CC1)/C=C/C(=O)/C=C/C2=CC=CC=C2.C=1C=CC(=CC1)/C=C/C(=O)/C=C/C2=CC=CC=C2.C=1C=CC(=CC1)/C=C/C(=O)/C=C/C2=CC=CC=C2.[Pd].[Pd] (tris(dibenzylideneacetone)dipalladium). Yields the product CC(C)(C#CC=1C=C(C=CC1S(=O)(=O)C1=CC=CC=C1)C1=CC=C(C=C1)C(C(F)(F)F)(C)O)O (2-methyl-4-(4-(phenylsulfonyl)-4′-(2,2,2-trifluoro-1-hydroxy-1-methylethyl)-3-biphenylyl)-3-butyn-2-ol). The solvent is CC(=O)N(C)C (dimethylacetamide). Yield: 10.5%. Run at temperature 100 celsius. The reactants are ClC=1C=C(C=CC1S(=O)(=O)C1=CC=CC=C1)C1=CC=C(C=C1)C(C(F)(F)F)(C)O (2-(3′-chloro-4′-(phenylsulfonyl)-4-biphenylyl)-1,1,1-trifluoro-2-propanol), CC(C)(C#C)O (2-methyl-3-butyn-2-ol), C([O-])([O-])=O.[K+].[K+] (potassium carbonate), C1(CCCCC1)P(C1=C(C=CC=C1)C1=C(C=C(C=C1C(C)C)C(C)C)C(C)C)C1CCCCC1 (2-(dicyclohexylphosphino)-2′,4′,6′,-triisopropyl-biphenyl). The product is C(C)OC(=O)C1=C(N(C2=CC(=C(C=C12)OC1=NC=C(C=C1)C(N(C)C)=O)Cl)C1=CC=C(C=C1)C(C)(C)C)CC(=O)OCC (1-(4-tert-Butylphenyl)-6-chloro-5-(5-dimethylcarbamoyl-pyridin-2-yloxy)-2-ethoxycarbonylmethylindole-3-carboxylic acid ethyl ester). The solvent is CN(C)C=O (DMF). Reactants: C(C)OC(=O)C1=C(N(C2=CC(=C(C=C12)O)Cl)C1=CC=C(C=C1)C(C)(C)C)CC(=O)OCC (1-(4-tert-Butylphenyl)-6-chloro-2-ethoxycarbonylmethyl-5-hydroxyindole-3-carboxylic acid ethyl ester), ClC1=NC=C(C(=O)N(C)C)C=C1 (6-chloro-N,N-dimethylnicotinamide), C(=O)([O-])[O-].[K+].[K+] (K2CO3). Procedure details: 1-(4-tert-Butylphenyl)-6-chloro-2-ethoxycarbonylmethyl-5-hydroxyindole-3-carboxylic acid ethyl ester (120 mg, 0.26 mmol, see step (b) above), 6-chloro-N,N-dimethylnicotinamide (72 mg, 0.39 mmol), K2CO3 (181 mg, 1.31 mmol) and DMF (3 mL) was heated at 115° C. for 96 h and filtered through Celite®. The solids were washed with EtOAc and the combined filtrates concentrated and purified by chromatography to give the sub-title compound. Yield 48 mg (78%). As a reaction SMILES: [CH2:1]([O:3][C:4]([C:6]1[C:14]2[C:9](=[CH:10][C:11]([Cl:16])=[C:12]([OH:15])[CH:13]=2)[N:8]([C:17]2[CH:22]=[CH:21][C:20]([C:23]([CH3:26])([CH3:25])[CH3:24])=[CH:19][CH:18]=2)[C:7]=1[CH2:27][C:28]([O:30][CH2:31][CH3:32])=[O:29])=[O:5])[CH3:2].Cl[C:34]1[CH:44]=[CH:43][C:37]([C:38]([N:40]([CH3:42])[CH3:41])=[O:39])=[CH:36][N:35]=1.C([O-])([O-])=O.[K+].[K+]>CN(C=O)C>[CH2:1]([O:3][C:4]([C:6]1[C:14]2[C:9](=[CH:10][C:11]([Cl:16])=[C:12]([O:15][C:34]3[CH:44]=[CH:43][C:37]([C:38](=[O:39])[N:40]([CH3:41])[CH3:42])=[CH:36][N:35]=3)[CH:13]=2)[N:8]([C:17]2[CH:22]=[CH:21][C:20]([C:23]([CH3:25])([CH3:24])[CH3:26])=[CH:19][CH:18]=2)[C:7]=1[CH2:27][C:28]([O:30][CH2:31][CH3:32])=[O:29])=[O:5])[CH3:2] |f:2.3.4|. The reactants are CS (methanethiol), [Cl-].[NH4+] (ammonium chloride), C([O-])([O-])=O.[K+].[K+] (Potassium carbonate), FC1=C(C(=O)OC)C=CC=C1F (methyl 2,3-difluorobenzoate). Conditions: temperature 25 celsius, time 27 hour. Yields the product FC=1C(=C(C(=O)OC)C=CC1)SC (methyl 3-fluoro-2-methylsulphenylbenzoate). Yield: 70.8%. Reaction SMILES: [CH3:1][SH:2].C(=O)([O-])[O-].[K+].[K+].F[C:10]1[C:19]([F:20])=[CH:18][CH:17]=[CH:16][C:11]=1[C:12]([O:14][CH3:15])=[O:13].[Cl-].[NH4+]>>[F:20][C:19]1[C:10]([S:2][CH3:1])=[C:11]([CH:16]=[CH:17][CH:18]=1)[C:12]([O:14][CH3:15])=[O:13] |f:1.2.3,5.6|. Procedure details: Approximately 12.6 g of methanethiol was dissolved in N,N-dimethylformide. Potassium carbonate (41.5 g) and methyl 2,3-difluorobenzoate (43.1 g) were added and the mixture stirred at 25° C. for 27 hours. Saturated ammonium chloride was added and the mixture partitioned between ether and water. The organic phase was washed with water, dried over magnesium sulphate, filtered and evaporated. The product was obtained by distillation to give 35.5 g of methyl 3-fluoro-2-methylsulphenylbenzoate, b.p. 1... The solvent is C(C)#N (acetonitrile). Starting materials: ClC1=CC=C(C=C1)N1N=C(C=C1C1=CC=C(C=C1)CCN1C(C2=CC=CC=C2C1=O)=O)C(F)(F)F (2-(2-{4-[1-(4-Chlorophenyl)-3-(trifluoromethyl)-1H-pyrazol-5-yl]phenyl}ethyl)-1H-isoindole-1,3(2H)-dione), NN (hydrazine). Reaction SMILES: [Cl:1][C:2]1[CH:7]=[CH:6][C:5]([N:8]2[C:12]([C:13]3[CH:18]=[CH:17][C:16]([CH2:19][CH2:20][N:21]4C(=O)C5C(=CC=CC=5)C4=O)=[CH:15][CH:14]=3)=[CH:11][C:10]([C:32]([F:35])([F:34])[F:33])=[N:9]2)=[CH:4][CH:3]=1.NN>C(#N)C>[Cl:1][C:2]1[CH:7]=[CH:6][C:5]([N:8]2[C:12]([C:13]3[CH:18]=[CH:17][C:16]([CH2:19][CH2:20][NH2:21])=[CH:15][CH:14]=3)=[CH:11][C:10]([C:32]([F:34])([F:33])[F:35])=[N:9]2)=[CH:4][CH:3]=1. Run at temperature 60 celsius, time 5 hour. The product is ClC1=CC=C(C=C1)N1N=C(C=C1C1=CC=C(C=C1)CCN)C(F)(F)F (2-{4-[1-(4-Chlorophenyl)-3-(trifluoromethyl)-1H-pyrazol-5-yl]phenyl}ethanamine). Procedure: A mixture of 2-(2-{4-[1-(4-chlorophenyl)-3-(trifluoromethyl)-1H-pyrazol-5-yl]phenyl}ethyl)-1H-isoindole-1,3(2H)-dione obtained by Example 52 (1.5 g) and hydrazine (2.93 ml) in acetonitrile (30 ml) was stirred at 60° C. for 5 hrs. Reactants: C(=O)([O-])[O-].[K+].[K+] (K2CO3), CI (CH3I), ClC1=CC=C(CNC(=O)C=2C=NC3=CC=C(C=C3C2O)CO)C=C1 (N-(4-chlorobenzyl)-4-hydroxy-6-(hydroxymethyl)-3-quinolinecarboxamide). Run in CN(C)C=O (DMF), O (H2O). The product is ClC1=CC=C(CNC(=O)C2=CN(C3=CC=C(C=C3C2=O)CO)C)C=C1 (N-(4-Chlorobenzyl)-6-(hydroxymethyl)-1-methyl-4-oxo-1,4-dihydro-3-quinolinecarboxamide). Isolated yield 49.0%. Reaction SMILES: [Cl:1][C:2]1[CH:24]=[CH:23][C:5]([CH2:6][NH:7][C:8]([C:10]2[CH:11]=[N:12][C:13]3[C:18]([C:19]=2[OH:20])=[CH:17][C:16]([CH2:21][OH:22])=[CH:15][CH:14]=3)=[O:9])=[CH:4][CH:3]=1.[C:25]([O-])([O-])=O.[K+].[K+].CI>CN(C=O)C.O>[Cl:1][C:2]1[CH:3]=[CH:4][C:5]([CH2:6][NH:7][C:8]([C:10]2[C:19](=[O:20])[C:18]3[C:13](=[CH:14][CH:15]=[C:16]([CH2:21][OH:22])[CH:17]=3)[N:12]([CH3:25])[CH:11]=2)=[O:9])=[CH:23][CH:24]=1 |f:1.2.3|. Procedure: A solution of N-(4-chlorobenzyl)-4-hydroxy-6-(hydroxymethyl)-3-quinolinecarboxamide from Preparation No. 3 (300 mg,), K2CO3 (485.1 mg), and CH3I (0.11 mL) in 4 mL anhydrous DMF is heated at 90° C. for 3 hours. The reaction is cooled to room temperature and diluted with H2O to dissolve any salts and precipitate the product. The crude product is adsorbed onto silica and chromatographed eluting with 3% MeOH in CH2Cl2. Fractions homogenous by TLC are combined and condensed to afford 154.2 mg (49%) o... The reagents and catalysts are [Pd] (Pd—C). Procedure: In a 3 gallon autoclave, charge 4-(3-Cyclopent-1-enyl-indole-1-sulfonyl)-benzoic acid methyl ester (475 g), ethyl acetate (2.5 L), absolute ethanol (2.5 L) and 10% Pd—C (45 g, w/w) under 35 psi hydrogen at ambient temperature for 5 hours. Filter the crude reaction over Hyflo. Concentrate the filtrate under vacuum to give a light yellow solid (465 g) of the title compound. Solvent: C(C)O (ethanol). Isolated yield 97.4%. RXN SMILES: [CH3:1][O:2][C:3](=[O:27])[C:4]1[CH:9]=[CH:8][C:7]([S:10]([N:13]2[C:21]3[C:16](=[CH:17][CH:18]=[CH:19][CH:20]=3)[C:15]([C:22]3[CH2:26][CH2:25][CH2:24][CH:23]=3)=[CH:14]2)(=[O:12])=[O:11])=[CH:6][CH:5]=1.C(OCC)(=O)C.[H][H]>[Pd].C(O)C>[CH3:1][O:2][C:3](=[O:27])[C:4]1[CH:9]=[CH:8][C:7]([S:10]([N:13]2[C:21]3[C:16](=[CH:17][CH:18]=[CH:19][CH:20]=3)[C:15]([CH:22]3[CH2:23][CH2:24][CH2:25][CH2:26]3)=[CH:14]2)(=[O:11])=[O:12])=[CH:6][CH:5]=1. Reactants: COC(C1=CC=C(C=C1)S(=O)(=O)N1C=C(C2=CC=CC=C12)C1=CCCC1)=O (4-(3-Cyclopent-1-enyl-indole-1-sulfonyl)-benzoic acid methyl ester), C(C)(=O)OCC (ethyl acetate), [H][H] (hydrogen). The product is COC(C1=CC=C(C=C1)S(=O)(=O)N1C=C(C2=CC=CC=C12)C1CCCC1)=O (4-(3-Cyclopentyl-indole-1-sulfonyl)-benzoic acid methyl ester). Starting materials: N1=C(C=CC=C1)C1=NOC(=N1)C1=CC(=CC(=C1)F)Br (3-(2-pyridyl)-5-(3-bromo-5-fluorophenyl)-1,2,4-oxadiazole), N1=CC=C(C=C1)B(O)O (pyridine-4-boronic acid), COCCOC (ethylene glycol dimethyl ether), C([O-])([O-])=O.[Na+].[Na+] (sodium carbonate). The reagents and catalysts are C=1C=CC(=CC1)[P](C=2C=CC=CC2)(C=3C=CC=CC3)[Pd]([P](C=4C=CC=CC4)(C=5C=CC=CC5)C=6C=CC=CC6)([P](C=7C=CC=CC7)(C=8C=CC=CC8)C=9C=CC=CC9)[P](C=1C=CC=CC1)(C=1C=CC=CC1)C=1C=CC=CC1 (Pd(PPh3)4). Run in C(C)(=O)OCC (ethyl acetate), CCCCCC (hexane), C(C)(=O)OCC (ethyl acetate). Product: N1=C(C=CC=C1)C1=NOC(=N1)C1=CC(=CC(=C1)C1=CC=NC=C1)F (3-(2-pyridyl)-5-(3-fluoro-5-(4-pyridyl)phenyl)-1,2,4-oxadiazole). Isolated yield 6.8%. Reaction SMILES: [N:1]1[CH:6]=[CH:5][CH:4]=[CH:3][C:2]=1[C:7]1[N:11]=[C:10]([C:12]2[CH:17]=[C:16]([F:18])[CH:15]=[C:14](Br)[CH:13]=2)[O:9][N:8]=1.[N:20]1[CH:25]=[CH:24][C:23](B(O)O)=[CH:22][CH:21]=1.COCCOC.C(=O)([O-])[O-].[Na+].[Na+]>CCCCCC.C1C=CC([P]([Pd]([P](C2C=CC=CC=2)(C2C=CC=CC=2)C2C=CC=CC=2)([P](C2C=CC=CC=2)(C2C=CC=CC=2)C2C=CC=CC=2)[P](C2C=CC=CC=2)(C2C=CC=CC=2)C2C=CC=CC=2)(C2C=CC=CC=2)C2C=CC=CC=2)=CC=1.C(OCC)(=O)C>[N:1]1[CH:6]=[CH:5][CH:4]=[CH:3][C:2]=1[C:7]1[N:11]=[C:10]([C:12]2[CH:13]=[C:14]([C:23]3[CH:24]=[CH:25][N:20]=[CH:21][CH:22]=3)[CH:15]=[C:16]([F:18])[CH:17]=2)[O:9][N:8]=1 |f:3.4.5,^1:50,52,71,90|. Reported procedure: In a similar fashion, 3-(2-pyridyl)-5-(3-bromo-5-fluorophenyl)-1,2,4-oxadiazole (30 mg, 0.093 mmol), pyridine-4-boronic acid (17.1 mg, 0.093 mmol), and Pd(PPh3)4 (10.4 mg, 0.0093 mmol) in a solution of and ethylene glycol dimethyl ether (1 mL) and 2M sodium carbonate (1 mL) was heated in a sealed vial at 100° C. for 1 hour. Standard work up and silica gel chromatography using a gradient of 50% ethyl acetate in hexane to 100% ethyl acetate afforded 2 mg (7%) of 3-(2-pyridyl)-5-(3-fluoro-5-(4-pyri...